Dataset: the Open Reaction Database (ORD), a public repository of structured organic reaction records. Task: describe an organic reaction: reactants, conditions, products, and yield Starting materials: C(CCC)OC(=O)N1CCN(CC1)C([C@H](C(C)C)N)=O (4-((S)-2-amino-3-methyl-butyryl)-piperazine-1-carboxylic acid butyl ester), C1(=CC=CC=C1)C=1SC=C(N1)C(=O)O (phenyl-1,3-thiazole-4-carboxylic acid). The solvent is C(Cl)Cl (CH2Cl2). The product is C(CCC)OC(=O)N1CCN(CC1)C([C@H](C(C)C)NC(=O)C=1N=C(SC1)C1=CC=CC=C1)=O (4-{(S)-3-Methyl-2-[(2-phenyl-thiazole-4-carbonyl)-amino]-butyryl}-piperazine-1-carboxylic acid butyl ester). Reaction SMILES: [CH2:1]([O:5][C:6]([N:8]1[CH2:13][CH2:12][N:11]([C:14](=[O:20])[C@@H:15]([NH2:19])[CH:16]([CH3:18])[CH3:17])[CH2:10][CH2:9]1)=[O:7])[CH2:2][CH2:3][CH3:4].[C:21]1([C:27]2[S:28][CH:29]=[C:30]([C:32](O)=[O:33])[N:31]=2)[CH:26]=[CH:25][CH:24]=[CH:23][CH:22]=1>C(Cl)Cl>[CH2:1]([O:5][C:6]([N:8]1[CH2:9][CH2:10][N:11]([C:14](=[O:20])[C@@H:15]([NH:19][C:32]([C:30]2[N:31]=[C:27]([C:21]3[CH:22]=[CH:23][CH:24]=[CH:25][CH:26]=3)[S:28][CH:29]=2)=[O:33])[CH:16]([CH3:17])[CH3:18])[CH2:12][CH2:13]1)=[O:7])[CH2:2][CH2:3][CH3:4]. Procedure: This compound was prepared using a method analogous to that of Example 8, step 8.3, 4-((S)-2-amino-3-methyl-butyryl)-piperazine-1-carboxylic acid butyl ester (prepared as described in WO2008044217) replacing piperazine-1-carboxylic acid butyl ester, phenyl-1,3-thiazole-4-carboxylic acid replacing intermediate 8.2 and using CH2Cl2 instead of CH2Cl2/THF. The compound was however purified by CC (EtOAc/Hept 0:1 to EtOAc/Hept 1:0).